Dataset: the Open Reaction Database (ORD), a public repository of structured organic reaction records. Task: describe an organic reaction: reactants, conditions, products, and yield Reactants: CC1(C)COC2(CCC(O)CC2)OC1, N#Cc1ccc(Cl)nc1, [H-], [Na+], CN(C)C=O. The product is CC1(C)COC2(CCC(Oc3ccc(C#N)cn3)CC2)OC1. As a reaction SMILES: [CH3:1][C:2]1([CH3:14])[CH2:3][O:4][C:5]2([O:6][CH2:7]1)[CH2:8][CH2:9][CH:10]([OH:13])[CH2:11][CH2:12]2.[Cl:17][c:18]1[n:19][cH:20][c:21]([C:22]#[N:23])[cH:24][cH:25]1.[H-:15].[Na+:16].[O:26]=[CH:27][N:28]([CH3:29])[CH3:30]>>[CH3:1][C:2]1([CH3:14])[CH2:3][O:4][C:5]2([O:6][CH2:7]1)[CH2:8][CH2:9][CH:10]([O:13][c:18]1[n:19][cH:20][c:21]([C:22]#[N:23])[cH:24][cH:25]1)[CH2:11][CH2:12]2. Starting materials: CC(=O)O, Cc1cc([N+](=O)[O-])cnc1Cl, [Fe], O. The product is Cc1cc(N)cnc1Cl. As a reaction SMILES: [C:13]([OH:14])(=[O:15])[CH3:16].[Cl:1][c:2]1[n:3][cH:4][c:5]([N+:9]([O-:10])=[O:11])[cH:6][c:7]1[CH3:8].[Fe:17].[OH2:12]>>[Cl:1][c:2]1[n:3][cH:4][c:5]([NH2:9])[cH:6][c:7]1[CH3:8]. Reactants: COc1ccc(P2(=S)SP(=S)(c3ccc(OC)cc3)S2)cc1, CN(C)P(=O)(N(C)C)N(C)C, [Cl-], [Na+], NC(=O)c1nnsc1Nc1ccccc1. The product is NC(=S)c1nnsc1Nc1ccccc1. As a reaction SMILES: [CH3:1][O:2][c:3]1[cH:4][cH:5][c:6]([P:7]2(=[S:10])[S:8][P:9]([c:11]3[cH:12][cH:13][c:14]([O:15][CH3:16])[cH:17][cH:18]3)(=[S:19])[S:20]2)[cH:21][cH:22]1.[CH3:40][N:41]([CH3:42])[P:43]([N:44]([CH3:45])[CH3:46])([N:47]([CH3:48])[CH3:49])=[O:50].[Cl-:38].[Na+:39].[c:23]1([NH:29][c:30]2[c:31]([C:35](=[O:36])[NH2:37])[n:32][n:33][s:34]2)[cH:24][cH:25][cH:26][cH:27][cH:28]1>>[S:10]=[C:35]([c:31]1[c:30]([NH:29][c:23]2[cH:24][cH:25][cH:26][cH:27][cH:28]2)[s:34][n:33][n:32]1)[NH2:37]. Reactants: FC(CC(=O)O)=C(F)F (3,4,4-trifluoro-3-butenoic acid), ClC(C(Br)(F)F)(Br)F (1-chloro-1,2-dibromotrifluoroethane). Reagents/catalysts: [Zn] (zinc). Yields the product BrC(C(CC(=O)O)(F)Cl)(F)F (4-bromo-3-chloro-3,4,4-trifluorobutanoic acid). Reaction SMILES: FC(=C(F)F)[CH2:3][C:4]([OH:6])=[O:5].[Cl:10][C:11]([F:17])(Br)[C:12]([F:15])([F:14])[Br:13]>[Zn]>[Br:13][C:12]([F:15])([F:14])[C:11]([Cl:10])([F:17])[CH2:3][C:4]([OH:6])=[O:5]. Procedure details: A mixture of 1,1,2-trichlorotrifluoroethane (X) (9.37 g, 50 mmol), vinylidene chloride (4.85 g, 50 mmol), ammonium persulfate (11.41 g, 50 mmol), sodium formate (3.4 g, 50 mmol) and water (1.8 g, 0.1 mol) in DMF (80 mL.) was stirred (dry-ice/acetone condensor) at room temperature with air bubbling. After 30 min, an aliquot of the reaction mixture was acidified with dilute HCl, extracted with ether and analyzed by GC, which indicated the formation of two products. These products were identified b... The reactants are BrC1=C(OC(C(=O)OC(C)(C)C)CC)C=CC(=C1)CCC(C=1SC(=CC1)C1=CC=C(C=C1)C(F)(F)F)=O (tert-butyl 2-(2-bromo-4-(3-oxo-3-(5-(4-(trifluoromethyl)phenyl)thien-2-yl)propyl)phenoxy)butanoate), FC(C(=O)O)(F)F (trifluoroacetic acid). Yields the product BrC1=C(OC(C(=O)O)CC)C=CC(=C1)CCC(C=1SC(=CC1)C1=CC=C(C=C1)C(F)(F)F)=O (2-(2-Bromo-4-(3-oxo-3-(5-(4-(trifluoromethyl)phenyl)thien-2-yl)propyl)-phenoxy)butanoic acid). As a reaction SMILES: [Br:1][C:2]1[CH:18]=[C:17]([CH2:19][CH2:20][C:21](=[O:37])[C:22]2[S:23][C:24]([C:27]3[CH:32]=[CH:31][C:30]([C:33]([F:36])([F:35])[F:34])=[CH:29][CH:28]=3)=[CH:25][CH:26]=2)[CH:16]=[CH:15][C:3]=1[O:4][CH:5]([CH2:13][CH3:14])[C:6]([O:8]C(C)(C)C)=[O:7].FC(F)(F)C(O)=O>>[Br:1][C:2]1[CH:18]=[C:17]([CH2:19][CH2:20][C:21](=[O:37])[C:22]2[S:23][C:24]([C:27]3[CH:28]=[CH:29][C:30]([C:33]([F:36])([F:35])[F:34])=[CH:31][CH:32]=3)=[CH:25][CH:26]=2)[CH:16]=[CH:15][C:3]=1[O:4][CH:5]([CH2:13][CH3:14])[C:6]([OH:8])=[O:7]. Reported procedure: 2-(2-Bromo-4-(3-oxo-3-(5-(4-(trifluoromethyl)phenyl)thien-2-yl)propyl)-phenoxy)butanoic acid is prepared from tert-butyl 2-(2-bromo-4-(3-oxo-3-(5-(4-(trifluoromethyl)phenyl)thien-2-yl)propyl)phenoxy)butanoate according to general procedure E using 17 equivalents of trifluoroacetic acid. Starting materials: CC1CNc2ccccc2C1, O=[N+]([O-])O, O=S(=O)(O)O. The product is CC1CNc2cc([N+](=O)[O-])ccc2C1. Reaction SMILES: [CH3:1][CH:2]1[CH2:3][NH:4][c:5]2[cH:6][cH:7][cH:8][cH:9][c:10]2[CH2:11]1.[OH:12][N+:13]([O-:14])=[O:15].[S:16](=[O:17])(=[O:18])([OH:19])[OH:20]>>[CH3:1][CH:2]1[CH2:3][NH:4][c:5]2[cH:6][c:7]([N+:13](=[O:12])[O-:14])[cH:8][cH:9][c:10]2[CH2:11]1. Reactants: O[C@@H]1[C@]2(C)[C@@H](CC1)[C@@H]1C(C=C3NC(CC[C@]3(C)[C@H]1CC2)=O)=O (17β-Hydroxy-4-aza-androst-5-ene-3,7-dione), C(C)(C)[N-]C(C)C.[Li+] (Lithium diisopropylamide), C[Si](C)(C)Cl (Trimethylsilyl chloride). The solvent is C1CCOC1 (THF). Run at temperature -78 celsius, time 60 minute. Product: C[Si](O[C@@H]1[C@]2(C)[C@@H](CC1)[C@@H]1C(C=C3N(C(CC[C@]3(C)[C@H]1CC2)=O)[Si](C)(C)C)=O)(C)C (17β-trimethylsilyloxy-4-trimethylsilyl-4-aza-androst-5-ene-3,7-dione). RXN SMILES: [OH:1][C@H:2]1[CH2:7][CH2:6][C@H:5]2[C@H:8]3[C@H:18]([CH2:19][CH2:20][C@:3]12[CH3:4])[C@:16]1([CH3:17])[C:11]([NH:12][C:13](=[O:21])[CH2:14][CH2:15]1)=[CH:10][C:9]3=[O:22].C([N-]C(C)C)(C)C.[Li+].[CH3:31][Si:32](Cl)([CH3:34])[CH3:33]>C1COCC1>[CH3:31][Si:32]([CH3:34])([CH3:33])[O:1][C@H:2]1[CH2:7][CH2:6][C@H:5]2[C@H:8]3[C@H:18]([CH2:19][CH2:20][C@:3]12[CH3:4])[C@:16]1([CH3:17])[C:11]([N:12]([Si:32]([CH3:34])([CH3:33])[CH3:31])[C:13](=[O:21])[CH2:14][CH2:15]1)=[CH:10][C:9]3=[O:22] |f:1.2|. Reported procedure: 17β-Hydroxy-4-aza-androst-5-ene-3,7-dione (40.000 g, 131.84 mmol) prepared in Example 18A or otherwise obtained is prepared in solution at −78° C. in dry THF (300 mL). Lithium diisopropylamide solution (2.0 M in heptane/THF/ethylbenzene; 135.0 mL, 270.0 mmol) is added under an inert atmosphere and the deprotonation reaction occurs while stirring at −78° C. over 60 minutes. Trimethylsilyl chloride (35.00 mL, 275.8 mmol) is added, and stirring is continued for an additional 15 minutes and then the... Reactants: C1COCCO1, ClCCl, CCCc1nc(Cl)c(CO)[nH]1. Yields the product CCCc1nc(Cl)c(C=O)[nH]1. As a reaction SMILES: [CH2:15]1[O:16][CH2:17][CH2:18][O:19][CH2:20]1.[Cl:12][CH2:13][Cl:14].[Cl:1][c:2]1[n:3][c:4]([CH2:9][CH2:10][CH3:11])[nH:5][c:6]1[CH2:7][OH:8]>>[Cl:1][c:2]1[n:3][c:4]([CH2:9][CH2:10][CH3:11])[nH:5][c:6]1[CH:7]=[O:8].